From a dataset of the Open Reaction Database (ORD), a public repository of structured organic reaction records. describe an organic reaction: reactants, conditions, products, and yield Reactants: CC(=O)O[BH-](OC(C)=O)OC(C)=O, CC(=O)O, ClCCl, O=Cc1ccc(OCCCN2CCCCC2)cc1, [Na+], [Na+], [OH-], OC1(c2ccccc2)CCNCC1. Product: OC1(c2ccccc2)CCN(Cc2ccc(OCCCN3CCCCC3)cc2)CC1. RXN SMILES: [C:32]([O:33][BH-:34]([O:35][C:36](=[O:37])[CH3:38])[O:39][C:40](=[O:41])[CH3:42])(=[O:43])[CH3:44].[CH3:51][C:52](=[O:53])[OH:54].[Cl:48][CH2:49][Cl:50].[N:1]1([CH2:7][CH2:8][CH2:9][O:10][c:11]2[cH:12][cH:13][c:14]([CH:15]=[O:16])[cH:17][cH:18]2)[CH2:2][CH2:3][CH2:4][CH2:5][CH2:6]1.[Na+:45].[Na+:47].[OH-:46].[c:19]1([C:25]2([OH:31])[CH2:26][CH2:27][NH:28][CH2:29][CH2:30]2)[cH:20][cH:21][cH:22][cH:23][cH:24]1>>[N:1]1([CH2:7][CH2:8][CH2:9][O:10][c:11]2[cH:12][cH:13][c:14]([CH2:15][N:28]3[CH2:27][CH2:26][C:25]([c:19]4[cH:20][cH:21][cH:22][cH:23][cH:24]4)([OH:31])[CH2:30][CH2:29]3)[cH:17][cH:18]2)[CH2:2][CH2:3][CH2:4][CH2:5][CH2:6]1. Starting materials: NC1=C(C=NN1C1=CC(=C(C=C1)OCC(C)(C)C)C#N)C(=O)OCC (ethyl 5-amino-1-(3-cyano-4-neopentyloxyphenyl)pyrazole-4-carboxylate), [OH-].[Na+] (sodium hydroxide), O (water), C(C)(=O)O (acetic acid). Run in C(C)O (ethanol). Product: NC1=C(C=NN1C1=CC(=C(C=C1)OCC(C)(C)C)C#N)C(=O)O (5-amino-1-(3-cyano-4-neopentyloxyphenyl)pyrazole-4-carboxylic acid). Yield: 41.0%. Reaction SMILES: [NH2:1][C:2]1[N:6]([C:7]2[CH:12]=[CH:11][C:10]([O:13][CH2:14][C:15]([CH3:18])([CH3:17])[CH3:16])=[C:9]([C:19]#[N:20])[CH:8]=2)[N:5]=[CH:4][C:3]=1[C:21]([O:23]CC)=[O:22].[OH-].[Na+].O.C(O)(=O)C>C(O)C>[NH2:1][C:2]1[N:6]([C:7]2[CH:12]=[CH:11][C:10]([O:13][CH2:14][C:15]([CH3:18])([CH3:16])[CH3:17])=[C:9]([C:19]#[N:20])[CH:8]=2)[N:5]=[CH:4][C:3]=1[C:21]([OH:23])=[O:22] |f:1.2|. Procedure: To a solution (17 ml) of ethyl 5-amino-1-(3-cyano-4-neopentyloxyphenyl)pyrazole-4-carboxylate (1.7 g) in ethanol was added 2 N aqueous sodium hydroxide solution (3 ml) with stirring, and the mixture was refluxed under heating for 2 hours. After the completion of the reaction, the reaction mixture was poured into water and neutralized with acetic acid. The precipitated crystals were recrystallized from a mixed solvent of dioxane and water to give 0.64 g of 5-amino-1-(3-cyano-4-neopentyloxyphenyl)... Starting materials: CN(C)C(=S)Cl, CO, [H-], [Na+], CN(C)C=O, O=C1c2ccccc2C(=O)N1CCCCc1ccc(O)cc1. Product: CN(C)C(=S)Oc1ccc(CCCCN2C(=O)c3ccccc3C2=O)cc1. As a reaction SMILES: [CH3:25][N:26]([C:27](=[S:28])[Cl:29])[CH3:30].[CH3:31][OH:32].[H-:1].[Na+:2].[O:33]=[CH:34][N:35]([CH3:36])[CH3:37].[OH:3][c:4]1[cH:5][cH:6][c:7]([CH2:10][CH2:11][CH2:12][CH2:13][N:14]2[C:15](=[O:24])[c:16]3[c:17]([cH:20][cH:21][cH:22][cH:23]3)[C:18]2=[O:19])[cH:8][cH:9]1>>[O:3]([c:4]1[cH:5][cH:6][c:7]([CH2:10][CH2:11][CH2:12][CH2:13][N:14]2[C:15](=[O:24])[c:16]3[c:17]([cH:20][cH:21][cH:22][cH:23]3)[C:18]2=[O:19])[cH:8][cH:9]1)[C:27]([N:26]([CH3:25])[CH3:30])=[S:28].